From a dataset of the Open Reaction Database (ORD), a public repository of structured organic reaction records. describe an organic reaction: reactants, conditions, products, and yield The reactants are C(C1=CC=CC=C1)=O (benzaldehyde), NC=1C=CC=C2C(=C(NC12)C(=O)N)S(=O)(=O)N1C[C@H](OCC1)COC1=CC=CC=C1 (7-Amino-3-{[(2S)-2-(phenoxymethyl)morpholin-4-yl]sulfonyl}-1H-indole-2-carboxamide). The product is C(C1=CC=CC=C1)NC=1C=CC=C2C(=C(NC12)C(=O)N)S(=O)(=O)N1C[C@H](OCC1)COC1=CC=CC=C1 (7-(Benzylamino)-3-{[(2S)-2-(phenoxymethyl)morpholin-4-yl]sulfonyl}-1H-indole-2-carboxamide). RXN SMILES: [CH:1](=O)[C:2]1[CH:7]=[CH:6][CH:5]=[CH:4][CH:3]=1.[NH2:9][C:10]1[CH:11]=[CH:12][CH:13]=[C:14]2[C:18]=1[NH:17][C:16]([C:19]([NH2:21])=[O:20])=[C:15]2[S:22]([N:25]1[CH2:30][CH2:29][O:28][C@H:27]([CH2:31][O:32][C:33]2[CH:38]=[CH:37][CH:36]=[CH:35][CH:34]=2)[CH2:26]1)(=[O:24])=[O:23]>>[CH2:1]([NH:9][C:10]1[CH:11]=[CH:12][CH:13]=[C:14]2[C:18]=1[NH:17][C:16]([C:19]([NH2:21])=[O:20])=[C:15]2[S:22]([N:25]1[CH2:30][CH2:29][O:28][C@H:27]([CH2:31][O:32][C:33]2[CH:38]=[CH:37][CH:36]=[CH:35][CH:34]=2)[CH2:26]1)(=[O:24])=[O:23])[C:2]1[CH:7]=[CH:6][CH:5]=[CH:4][CH:3]=1. Procedure: Using the method described in Example 85, replacing 4-formylpyridine with benzaldehyde, 7-Amino-3-{[(2S)-2-(phenoxymethyl)morpholin-4-yl]sulfonyl}-1H-indole-2-carboxamide was converted to the titled product. Proton NMR for the product was consistent with the titled compound. HRMS (ES) exact mass calculated for C27H29N4O5S (M+H+): 521.1853. Found 521.1856. Reactants: ClCCl, Cc1cc(CN)nn1-c1ccccc1, O=C(Cl)CCl, [Na+], O=C([O-])O. The product is Cc1cc(CNC(=O)CCl)nn1-c1ccccc1. RXN SMILES: [CH2:25]([Cl:26])[Cl:27].[CH3:1][c:2]1[cH:3][c:4]([CH2:13][NH2:14])[n:5][n:6]1-[c:7]1[cH:8][cH:9][cH:10][cH:11][cH:12]1.[Cl:15][CH2:16][C:17](=[O:18])[Cl:19].[Na+:24].[O-:20][C:21]([OH:22])=[O:23]>>[CH3:1][c:2]1[cH:3][c:4]([CH2:13][NH:14][C:17]([CH2:16][Cl:15])=[O:18])[n:5][n:6]1-[c:7]1[cH:8][cH:9][cH:10][cH:11][cH:12]1. Reactants: CC1(OB(OC1(C)C)C=1C=C2C(=NC=NC2=CC1)N)C (6-(4,4,5,5-tetramethyl-1,3,2-dioxaborolan-2-yl)quinazolin-4-amine), BrC1=CC(=NC=C1)NCCN1CCCC1 (4-bromo-N-(2-pyrrolidin-1-ylethyl)pyridin-2-amine), [O-]P(=O)([O-])[O-].[K+].[K+].[K+] (potassium phosphate tribasic). Reagents/catalysts: CC(C)(C)P(C1=CC=C(C=C1)N(C)C)C(C)(C)C.CC(C)(C)P(C1=CC=C(C=C1)N(C)C)C(C)(C)C.Cl[Pd]Cl (Bis(di-tert-butyl(4-dimethylaminophenyl)phosphine)dichloropalladium(II)). Run in O1CCOCC1 (dioxane). Reaction conditions: temperature 100 celsius, time 1 hour. Yields the product N1(CCCC1)CCNC1=NC=CC(=C1)C=1C=C2C(=NC=NC2=CC1)N (6-(2-(2-(pyrrolidin-1-yl)ethylamino)pyridin-4-yl)quinazolin-4-amine). RXN SMILES: CC1(C)C(C)(C)OB([C:9]2[CH:10]=[C:11]3[C:16](=[CH:17][CH:18]=2)[N:15]=[CH:14][N:13]=[C:12]3[NH2:19])O1.Br[C:22]1[CH:27]=[CH:26][N:25]=[C:24]([NH:28][CH2:29][CH2:30][N:31]2[CH2:35][CH2:34][CH2:33][CH2:32]2)[CH:23]=1.[O-]P([O-])([O-])=O.[K+].[K+].[K+]>CC(P(C(C)(C)C)C1C=CC(N(C)C)=CC=1)(C)C.CC(P(C(C)(C)C)C1C=CC(N(C)C)=CC=1)(C)C.Cl[Pd]Cl.O1CCOCC1>[N:31]1([CH2:30][CH2:29][NH:28][C:24]2[CH:23]=[C:22]([C:9]3[CH:10]=[C:11]4[C:16](=[CH:17][CH:18]=3)[N:15]=[CH:14][N:13]=[C:12]4[NH2:19])[CH:27]=[CH:26][N:25]=2)[CH2:35][CH2:34][CH2:33][CH2:32]1 |f:2.3.4.5,6.7.8|. Procedure: To an 8 mL screw-cap vial was added 6-(4,4,5,5-tetramethyl-1,3,2-dioxaborolan-2-yl)quinazolin-4-amine (26 mg; 0.096 mmol, 26 mg) followed by 4-bromo-N-(2-pyrrolidin-1-ylethyl)pyridin-2-amine (2 equiv., 0.19 mmol, 52 mg, Bis(di-tert-butyl(4-dimethylaminophenyl)phosphine)dichloropalladium(II) (0.05 equiv., 0.005 mmol, 4 mg, dioxane (0.4 mL), and potassium phosphate tribasic (2M in water, 4 equiv., 0.38 mmol, 0.19 mL). The reaction was capped and shaken for 1 h at 100° C. The reaction was then cool... Reactants: C1CC1, CC(C)(C)CC(=O)CC(C)(C)C. The product is C=C(CC(C)(C)C)CC(C)(C)C. Reaction SMILES: [CH2:13]1[CH2:14][CH2:15]1.[CH2:1]([C:2]([CH3:3])([CH3:4])[CH3:5])[C:6](=[O:7])[CH2:8][C:9]([CH3:10])([CH3:11])[CH3:12]>>[CH2:1]([C:2]([CH3:3])([CH3:4])[CH3:5])[C:6]([CH2:8][C:9]([CH3:10])([CH3:11])[CH3:12])=[CH2:13]. Run in O1CCCC1 (tetrahydrofuran). Isolated yield 100.6%. RXN SMILES: [CH3:1][O:2][CH2:3][CH2:4][CH2:5][CH2:6][CH2:7][CH2:8][CH2:9][O:10][CH:11]1[CH2:20][CH2:19][C:14]2(OCC[O:15]2)[CH2:13][CH2:12]1.Cl>O1CCCC1>[CH3:1][O:2][CH2:3][CH2:4][CH2:5][CH2:6][CH2:7][CH2:8][CH2:9][O:10][CH:11]1[CH2:20][CH2:19][C:14](=[O:15])[CH2:13][CH2:12]1. The product is COCCCCCCCOC1CCC(CC1)=O (4-(7-methoxyheptyloxy)cyclohexanone). Conditions: time 25.5 hour. Reported procedure: A mixture of 8-(7-methoxyheptyloxy)-1,4-dioxaspiro[4.5]decane (9.8 g) and 3N aqueous hydrochloric acid (34 ml) in tetrahydrofuran (68 ml) was stirred for 25.5 hours at room temperature. The solvent was evaporated in vacuo and the residue was poured into a mixture of ethyl acetate and water. Then the solution was adjusted to pH 9 with potassium carbonate. The organic layer was successively washed with water and brine and dried over magnesium sulfate. The solvent was evaporated in vacuo to give 4-... The reactants are COCCCCCCCOC1CCC2(OCCO2)CC1 (8-(7-methoxyheptyloxy)-1,4-dioxaspiro[4.5]decane), Cl (hydrochloric acid).